From a dataset of the Open Reaction Database (ORD), a public repository of structured organic reaction records. describe an organic reaction: reactants, conditions, products, and yield Procedure: The mixture of 5 g of 3-chloro 4-methyl 6-phenyl pyridazine and 12 ml of hydrazine hydrate is taken to reflux. After one hour thirty minutes, the reaction medium is left to cool. A solid separates, which is drained and washed with a little water. The product is recrystallized in the mixture of isopropanol-isopropyl ether. Weight 4.5 g. m.p.: 162° C. The reactants are ClC=1N=NC(=CC1C)C1=CC=CC=C1 (3-chloro 4-methyl 6-phenyl pyridazine), O.NN (hydrazine hydrate). Run at time 1 hour. As a reaction SMILES: Cl[C:2]1[N:3]=[N:4][C:5]([C:9]2[CH:14]=[CH:13][CH:12]=[CH:11][CH:10]=2)=[CH:6][C:7]=1[CH3:8].O.[NH2:16][NH2:17]>>[NH:16]([C:2]1[N:3]=[N:4][C:5]([C:9]2[CH:14]=[CH:13][CH:12]=[CH:11][CH:10]=2)=[CH:6][C:7]=1[CH3:8])[NH2:17] |f:1.2|. Product: N(N)C=1N=NC(=CC1C)C1=CC=CC=C1 (3-HYDRAZINO 4-METHYL 6-PHENYL PYRIDAZINE). The reactants are CCSc1nc2ccccc2cc1N, O=C(O)CC1CCCCC1, O=C(Cl)C(=O)Cl, ClCCl, [Na+], O=C([O-])O, CN(C)C=O. The product is CCSc1nc2ccccc2cc1NC(=O)CC1CCCCC1. Reaction SMILES: [CH2:22]([CH3:23])[S:24][c:25]1[n:26][c:27]2[cH:28][cH:29][cH:30][cH:31][c:32]2[cH:33][c:34]1[NH2:35].[CH:7]1([CH2:13][C:14](=[O:15])[OH:16])[CH2:8][CH2:9][CH2:10][CH2:11][CH2:12]1.[Cl:1][C:2]([C:3]([Cl:4])=[O:5])=[O:6].[Cl:36][CH2:37][Cl:38].[Na+:21].[O-:17][C:18]([OH:19])=[O:20].[O:39]=[CH:40][N:41]([CH3:42])[CH3:43]>>[CH:7]1([CH2:13][C:14](=[O:16])[NH:35][c:34]2[c:25]([S:24][CH2:22][CH3:23])[n:26][c:27]3[cH:28][cH:29][cH:30][cH:31][c:32]3[cH:33]2)[CH2:8][CH2:9][CH2:10][CH2:11][CH2:12]1. Starting materials: FC=1C=C(C=CC1)S(=O)(=O)C=1C=NC2=C(C=CC=C2C1)I (3-(3-fluorophenylsulfonyl)-8-iodoquinoline), C(C)(C)(C)OC(=O)N1CC2NCCCC2C1 (octahydro-pyrrolo[3,4-b]pyridine-6-carboxylic acid tert-butyl ester), tert-butyl-oxycarbonyl, Cl (HCl). The product is [Cl-].FC=1C=C(C=CC1)S(=O)(=O)C=1C=NC2=C(C=CC=C2C1)N1CC2[NH2+]CCCC2C1 (6-(3-(3-fluorophenylsulfonyl)quinolin-8-yl)octahydro-1H-pyrrolo[3,4-b]pyridin-1-ium chloride). As a reaction SMILES: [F:1][C:2]1[CH:3]=[C:4]([S:8]([C:11]2[CH:12]=[N:13][C:14]3[C:19]([CH:20]=2)=[CH:18][CH:17]=[CH:16][C:15]=3I)(=[O:10])=[O:9])[CH:5]=[CH:6][CH:7]=1.C(OC([N:29]1[CH2:37][CH:36]2[CH:31]([NH:32][CH2:33][CH2:34][CH2:35]2)[CH2:30]1)=O)(C)(C)C.[ClH:38]>>[Cl-:38].[F:1][C:2]1[CH:3]=[C:4]([S:8]([C:11]2[CH:12]=[N:13][C:14]3[C:19]([CH:20]=2)=[CH:18][CH:17]=[CH:16][C:15]=3[N:29]2[CH2:37][CH:36]3[CH:31]([NH2+:32][CH2:33][CH2:34][CH2:35]3)[CH2:30]2)(=[O:10])=[O:9])[CH:5]=[CH:6][CH:7]=1 |f:3.4|. Reported procedure: 0.073 g of 6-(3-(3-fluorophenylsulfonyl)quinolin-8-yl)octahydro-1H-pyrrolo[3,4-b]pyridin-1-ium chloride were prepared by analogy to the methods of Examples 27 and 28 by coupling of 3-(3-fluorophenylsulfonyl)-8-iodoquinoline with commercially available octahydro-pyrrolo[3,4-b]pyridine-6-carboxylic acid tert-butyl ester and subsequent deprotection of the tert-butyl-oxycarbonyl derivative with HCl in isoproanol. Reactants: resultant mixture, C(CCC)NCC1=CC(=C(OCC(=O)OCC)C=C1)C (ethyl {4-[(butylamino)methyl]-2-methylphenoxy}acetate), C(C)(C)N(C(C)C)CC (N,N-diisopropylethylamine), C(C)(C)N(C(C)C)CC (N,N-diisopropylethylamine), ClC1=CC=C(C=C1)C1=NC(=NC=C1)S(=O)(=O)C (4-(4-chlorophenyl)-2-(methylsulfonyl)pyrimidine). Solvent: C(Cl)Cl (CH2Cl2). Conditions: temperature 100 celsius. Product: C(CCC)N(C1=NC=CC(=N1)C1=CC=C(C=C1)Cl)CC1=CC(=C(OCC(=O)OCC)C=C1)C (Ethyl [4-({butyl[4-(4-chlorophenyl)pyrimidin-2-yl]amino}methyl)-2-methylphenoxy]acetate). The yield is 23.2%. RXN SMILES: [CH2:1]([NH:5][CH2:6][C:7]1[CH:19]=[CH:18][C:10]([O:11][CH2:12][C:13]([O:15][CH2:16][CH3:17])=[O:14])=[C:9]([CH3:20])[CH:8]=1)[CH2:2][CH2:3][CH3:4].C(N(CC)C(C)C)(C)C.[Cl:30][C:31]1[CH:36]=[CH:35][C:34]([C:37]2[CH:42]=[CH:41][N:40]=[C:39](S(C)(=O)=O)[N:38]=2)=[CH:33][CH:32]=1>C(Cl)Cl>[CH2:1]([N:5]([CH2:6][C:7]1[CH:19]=[CH:18][C:10]([O:11][CH2:12][C:13]([O:15][CH2:16][CH3:17])=[O:14])=[C:9]([CH3:20])[CH:8]=1)[C:39]1[N:38]=[C:37]([C:34]2[CH:35]=[CH:36][C:31]([Cl:30])=[CH:32][CH:33]=2)[CH:42]=[CH:41][N:40]=1)[CH2:2][CH2:3][CH3:4]. Procedure: To a mixture of the ethyl {4-[(butylamino)methyl]-2-methylphenoxy}acetate (686 mg, 2.46 mmol) and N,N-diisopropylethylamine (285 μL, 1.64 mmol) was added 4-(4-chlorophenyl)-2-(methylsulfonyl)pyrimidine (439 mg, 1.64 mmol) and the resultant mixture heated at 100° C. for 16 h in a reactivial. The cooled reaction mixture were then treated with N,N-diisopropylethylamine (285 μL, 1.64 mmol) and heated for a further 16 h at 100° C. in the reactivial. The cooled reaction mixtures were diluted with CH2C... Starting materials: C1(CCCC1)OC=1C=C(C=CC1OC)C1(CC(CCC1)=O)C#C ((±)-3-(3-cyclopentyloxy-4-methoxyphenyl)-3-ethynyl-cyclohexan-1one), IC1=CC(=CC=C1)NC(C(F)(F)F)=O (1-iodo-3-trifluoroacetamidobenzene), C1(=CC=CC=C1)P(C1=CC=CC=C1)C1=CC=CC=C1 (triphenylphosphine). Reagents/catalysts: C=1C=CC(=CC1)[P](C=2C=CC=CC2)(C=3C=CC=CC3)[Pd]([P](C=4C=CC=CC4)(C=5C=CC=CC5)C=6C=CC=CC6)([P](C=7C=CC=CC7)(C=8C=CC=CC8)C=9C=CC=CC9)[P](C=1C=CC=CC1)(C=1C=CC=CC1)C=1C=CC=CC1 (tetrakis(triphenylphosphine)palladium(0)), [Cu]I (copper(I) iodide). Run in C(C)N(CC)CC (triethylamine). Run at temperature 80 celsius. Product: C1(CCCC1)OC=1C=C(C=CC1OC)C1(CC(CCC1)=O)C#CC1=CC(=CC=C1)NC(C(F)(F)F)=O (3-(3-cyclopentyloxy-4-methoxyphenyl)-3-(3-trifluoroacetamidophenylethynyl) -cyclohexan-1-one). Yield: 77.6%. Reaction SMILES: [CH:1]1([O:6][C:7]2[CH:8]=[C:9]([C:15]3([C:22]#[CH:23])[CH2:20][CH2:19][CH2:18][C:17](=[O:21])[CH2:16]3)[CH:10]=[CH:11][C:12]=2[O:13][CH3:14])[CH2:5][CH2:4][CH2:3][CH2:2]1.I[C:25]1[CH:30]=[CH:29][CH:28]=[C:27]([NH:31][C:32](=[O:37])[C:33]([F:36])([F:35])[F:34])[CH:26]=1.C1(P(C2C=CC=CC=2)C2C=CC=CC=2)C=CC=CC=1>C(N(CC)CC)C.C1C=CC([P]([Pd]([P](C2C=CC=CC=2)(C2C=CC=CC=2)C2C=CC=CC=2)([P](C2C=CC=CC=2)(C2C=CC=CC=2)C2C=CC=CC=2)[P](C2C=CC=CC=2)(C2C=CC=CC=2)C2C=CC=CC=2)(C2C=CC=CC=2)C2C=CC=CC=2)=CC=1.[Cu]I>[CH:1]1([O:6][C:7]2[CH:8]=[C:9]([C:15]3([C:22]#[C:23][C:25]4[CH:30]=[CH:29][CH:28]=[C:27]([NH:31][C:32](=[O:37])[C:33]([F:35])([F:36])[F:34])[CH:26]=4)[CH2:20][CH2:19][CH2:18][C:17](=[O:21])[CH2:16]3)[CH:10]=[CH:11][C:12]=2[O:13][CH3:14])[CH2:2][CH2:3][CH2:4][CH2:5]1 |^1:67,69,88,107|. Procedure: To a solution of the compound from Example 3 (E1) (0.5 g, 1.6 mmol) and 1-iodo-3-trifluoroacetamidobenzene (0.5 g, 1.6 mmol) in triethylamine (10 mL) under an argon atmosphere was added a small amount of tetrakis(triphenylphosphine)palladium(0), copper(I) iodide and triphenylphosphine. The mixture was heated at 80° C. for 0.2 h, was cooled to room temperature and was concentrated in vacuo. The residue was purified by flash chromatography, eluting with 3:1 hexane/ethyl acetate, to give the title ... Reactants: O=C1c2ccccc2C(=O)N1CCCBr, CN(C)C=O, [H-], [Na+], O=Cc1ccc(O)cc1. Yields the product O=Cc1ccc(OCCCN2C(=O)c3ccccc3C2=O)cc1. As a reaction SMILES: [Br:12][CH2:13][CH2:14][CH2:15][N:16]1[C:17](=[O:26])[c:18]2[c:19]([cH:22][cH:23][cH:24][cH:25]2)[C:20]1=[O:21].[CH3:27][N:28]([CH3:29])[CH:30]=[O:31].[H-:10].[Na+:11].[OH:1][c:2]1[cH:3][cH:4][c:5]([CH:6]=[O:7])[cH:8][cH:9]1>>[O:1]([c:2]1[cH:3][cH:4][c:5]([CH:6]=[O:7])[cH:8][cH:9]1)[CH2:13][CH2:14][CH2:15][N:16]1[C:17](=[O:26])[c:18]2[c:19]([cH:22][cH:23][cH:24][cH:25]2)[C:20]1=[O:21]. The reactants are C(C1=CC=CC=C1)N1S(NCC1)(=O)=O (2-benzyl-1,2,5-thiadiazolidine-1,1-dioxide), FC1=CC=C(C=C1)[N+](=O)[O-] (1-fluoro-4-nitrobenzene). Product: C(C1=CC=CC=C1)N1CCN(S1(=O)=O)C1=CC=C(C=C1)[N+](=O)[O-] (4-(5-Benzyl-1,1-dioxo-1,2,5-thiadiazolidin-2-yl)nitrobenzene). Isolated yield 79.0%. Reaction SMILES: [CH2:1]([N:8]1[CH2:12][CH2:11][NH:10][S:9]1(=[O:14])=[O:13])[C:2]1[CH:7]=[CH:6][CH:5]=[CH:4][CH:3]=1.F[C:16]1[CH:21]=[CH:20][C:19]([N+:22]([O-:24])=[O:23])=[CH:18][CH:17]=1>>[CH2:1]([N:8]1[S:9](=[O:14])(=[O:13])[N:10]([C:16]2[CH:21]=[CH:20][C:19]([N+:22]([O-:24])=[O:23])=[CH:18][CH:17]=2)[CH2:11][CH2:12]1)[C:2]1[CH:7]=[CH:6][CH:5]=[CH:4][CH:3]=1. Reported procedure: The title compound was prepared in 79% yield from 2-benzyl-1,2,5-thiadiazolidine-1,1-dioxide and 1-fluoro-4-nitrobenzene using a similar method to that described for Example 20 (step 1). The crude product was crystallised from ethyl acetate to give a yellow solid; mp 164°-165° C.; δH (360 MHz, DMSO-d6) 8.30 (2H, d, J=9.2 Hz, Ar--H), 7.40 (5H, m, Ph), 7.33 (2H, d, J=9.2 Hz, Ar--H), 4.31 (2H, s, PhCH2 --), 3.98 (2H, t, J=6.4 Hz, --CH2 --), 3.49 (2H, t, J=6.4 Hz, --CH2 --); m/z (EI) 333 (M+).